Dataset: the Open Reaction Database (ORD), a public repository of structured organic reaction records. Task: describe an organic reaction: reactants, conditions, products, and yield As a reaction SMILES: [CH3:1][O:2][C:3]1[CH:8]=[CH:7][C:6]([C:9]2[CH:14]=[CH:13][C:12]([C:15]([F:18])([F:17])[F:16])=[CH:11][CH:10]=2)=[CH:5][C:4]=1[C:19](O)=[O:20].[CH3:22][O:23][C:24](=[O:42])[C@H:25]([NH2:41])[CH2:26][C:27]1[CH:32]=[CH:31][C:30]([C:33]2[CH:38]=[CH:37][C:36]([F:39])=[C:35]([Cl:40])[CH:34]=2)=[CH:29][CH:28]=1>>[CH3:22][O:23][C:24](=[O:42])[C@H:25]([NH:41][C:19]([C:4]1[CH:5]=[C:6]([C:9]2[CH:14]=[CH:13][C:12]([C:15]([F:16])([F:18])[F:17])=[CH:11][CH:10]=2)[CH:7]=[CH:8][C:3]=1[O:2][CH3:1])=[O:20])[CH2:26][C:27]1[CH:32]=[CH:31][C:30]([C:33]2[CH:38]=[CH:37][C:36]([F:39])=[C:35]([Cl:40])[CH:34]=2)=[CH:29][CH:28]=1. Isolated yield 76.1%. The product is COC([C@@H](CC1=CC=C(C=C1)C1=CC(=C(C=C1)F)Cl)NC(=O)C=1C=C(C=CC1OC)C1=CC=C(C=C1)C(F)(F)F)=O (3-(3′-Chloro-4′-fluoro-biphenyl-4-yl)-2-(R)-[(4-methoxy-4′-trifluoromethyl-biphenyl-3-carbonyl)-amino]-propionic acid methyl ester). The reactants are COC1=C(C=C(C=C1)C1=CC=C(C=C1)C(F)(F)F)C(=O)O (4-Methoxy-4′-trifluoromethyl-biphenyl-3-carboxylic acid), COC([C@@H](CC1=CC=C(C=C1)C1=CC(=C(C=C1)F)Cl)N)=O (2-(R)-amino-3-(3′-chloro-4′-fluoro-biphenyl-4-yl)-propionic acid methyl ester). Reported procedure: 3-(3′-Chloro-4′-fluoro-biphenyl-4-yl)-2-(R)-[(4-methoxy-4′-trifluoromethyl-biphenyl-3-carbonyl)-amino]-propionic acid methyl ester (223 mg) was prepared from 4-Methoxy-4′-trifluoromethyl-biphenyl-3-carboxylic acid (141 mg, 0.5 mmol) and-2-(R)-amino-3-(3′-chloro-4′-fluoro-biphenyl-4-yl)-propionic acid methyl ester (155 mg, 0.5 mmol) following the general procedure A. Reactants: FC1=CC=C(OC2=CC=C(C=C2)C(C(=O)OCC)C)C=C1 (Ethyl 2-[4-(4-fluorophenoxy)phenyl]propionate), [H-].[Al+3].[Li+].[H-].[H-].[H-] (lithium aluminium hydride), S(O)(O)(=O)=O (sulfuric acid), [H-] (hydride). Solvent: CCOCC (ether), CCOCC (ether). The product is FC1=CC=C(OC2=CC=C(C=C2)C(CO)C)C=C1 (2-[4-(4-fluorophenoxy)phenyl]propanol). As a reaction SMILES: [F:1][C:2]1[CH:21]=[CH:20][C:5]([O:6][C:7]2[CH:12]=[CH:11][C:10]([CH:13]([CH3:19])[C:14](OCC)=[O:15])=[CH:9][CH:8]=2)=[CH:4][CH:3]=1.[H-].[Al+3].[Li+].[H-].[H-].[H-].[H-].S(=O)(=O)(O)O>CCOCC>[F:1][C:2]1[CH:21]=[CH:20][C:5]([O:6][C:7]2[CH:12]=[CH:11][C:10]([CH:13]([CH3:19])[CH2:14][OH:15])=[CH:9][CH:8]=2)=[CH:4][CH:3]=1 |f:1.2.3.4.5.6|. Procedure: Ethyl 2-[4-(4-fluorophenoxy)phenyl]propionate (1.3 g.) in dry ether (5 ml.) was added dropwise to lithium aluminium hydride (200 mg.) in dry ether (5 ml.). After refluxing for 1 hour the excess hydride was decomposed with dilute sulfuric acid, and the ether layer was distilled to give 2-[4-(4-fluorophenoxy)phenyl]propanol, b.p. 151°-152°C./0.6 mm. Starting materials: COc1ccc(N2CCN(c3c(C)c(C)c4c(c3C)C(C)(O)C(C)(C)O4)CC2)cc1, CC#N, Cl. Product: C=C1c2c(C)c(N3CCN(c4ccc(OC)cc4)CC3)c(C)c(C)c2OC1(C)C. RXN SMILES: [CH3:2][C:3]1([CH3:31])[O:4][c:5]2[c:6]([c:10]([CH3:30])[c:11]([N:16]3[CH2:17][CH2:18][N:19]([c:22]4[cH:23][cH:24][c:25]([O:28][CH3:29])[cH:26][cH:27]4)[CH2:20][CH2:21]3)[c:12]([CH3:15])[c:13]2[CH3:14])[C:7]1([OH:8])[CH3:9].[CH3:32][C:33]#[N:34].[ClH:1]>>[CH3:2][C:3]1([CH3:31])[O:4][c:5]2[c:6]([c:10]([CH3:30])[c:11]([N:16]3[CH2:17][CH2:18][N:19]([c:22]4[cH:23][cH:24][c:25]([O:28][CH3:29])[cH:26][cH:27]4)[CH2:20][CH2:21]3)[c:12]([CH3:15])[c:13]2[CH3:14])[C:7]1=[CH2:9]. Yields the product COc1ccc(OC)c2c(Cl)c(C#N)cnc12. The reactants are CN(C)C=O, COc1ccc(OC)c2c(O)c(C#N)cnc12, O=P(Cl)(Cl)Cl. As a reaction SMILES: [CH3:23][N:24]([CH3:25])[CH:26]=[O:27].[OH:1][c:2]1[c:3]([C:16]#[N:17])[cH:4][n:5][c:6]2[c:7]([O:14][CH3:15])[cH:8][cH:9][c:10]([O:12][CH3:13])[c:11]12.[P:18]([Cl:19])([Cl:20])([Cl:21])=[O:22]>>[c:2]1([Cl:20])[c:3]([C:16]#[N:17])[cH:4][n:5][c:6]2[c:7]([O:14][CH3:15])[cH:8][cH:9][c:10]([O:12][CH3:13])[c:11]12. Starting materials: OC=1C(=C2/C(/CC(OC2=C(C1C)C)(C)COC1=CC=C(CC2C(NC(S2)=O)=O)C=C1)=N/O)C (5-{4-[6-hydroxy-4-(E)-hydroxyimino-2,5,7,8tetramethylchroman-2-ylmethoxy ]benzyl}-thiazolidine-2,4-dione), C(C1=CC=CC=C1)(=O)Br (benzoyl bromide), N1=CC=CC=C1 (pyridine), C([O-])([O-])=O.[K+].[K+] (potassium carbonate), C(C)(=O)OCC (ethyl acetate). Solvent: CN(C=O)C (dimethylformamide). Run at time 6 day. Yields the product C(C1=CC=CC=C1)(=O)OC=1C(=C2/C(/CC(OC2=C(C1C)C)(C)COC1=CC=C(CC2C(NC(S2)=O)=O)C=C1)=N/OC(C1=CC=CC=C1)=O)C (5-{4-[6-Benzoyloxy-4-(E)-benzoyloxyimino-2,5,7,8tetramethylchroman-2-ylmethoxy]benzyl}thiazolidine-2,4-dione). As a reaction SMILES: [OH:1][C:2]1[C:3]([CH3:33])=[C:4]2[C:9](=[C:10]([CH3:13])[C:11]=1[CH3:12])[O:8][C:7]([CH2:15][O:16][C:17]1[CH:30]=[CH:29][C:20]([CH2:21][CH:22]3[S:26][C:25](=[O:27])[NH:24][C:23]3=[O:28])=[CH:19][CH:18]=1)([CH3:14])[CH2:6]/[C:5]/2=[N:31]\[OH:32].[C:34](Br)(=[O:41])[C:35]1[CH:40]=[CH:39][CH:38]=[CH:37][CH:36]=1.N1[CH:48]=[CH:47][CH:46]=[CH:45][CH:44]=1.C(=O)([O-])[O-].[K+].[K+].C([O:58][CH2:59][CH3:60])(=O)C>CN(C)C=O>[C:34]([O:1][C:2]1[C:3]([CH3:33])=[C:4]2[C:9](=[C:10]([CH3:13])[C:11]=1[CH3:12])[O:8][C:7]([CH2:15][O:16][C:17]1[CH:18]=[CH:19][C:20]([CH2:21][CH:22]3[S:26][C:25](=[O:27])[NH:24][C:23]3=[O:28])=[CH:29][CH:30]=1)([CH3:14])[CH2:6]/[C:5]/2=[N:31]\[O:32][C:59](=[O:58])[C:60]1[CH:48]=[CH:47][CH:46]=[CH:45][CH:44]=1)(=[O:41])[C:35]1[CH:40]=[CH:39][CH:38]=[CH:37][CH:36]=1 |f:3.4.5|. Reported procedure: A mixture of 1 g of 5-{4-[6-hydroxy-4-(E)-hydroxyimino-2,5,7,8tetramethylchroman-2-ylmethoxy ]benzyl}-thiazolidine-2,4-dione (prepared as described in Example 13), 1.7 g of benzoyl bromide, 10 ml of pyridine and 5 ml of dimethylformamide was allowed to stand for 6 days at room temperature, after which it was heated for 8 hours at 60°-80° C. An aqueous solution of potassium carbonate and ethyl acetate were then added to the reaction mixture. The organic layer was separated and dried over anhydrou... The reactants are ClC1=CC=C(C=C1)[C@@H]1CN(C[C@H]1NC)C(=O)C1CCN(CC1)C(=O)C1(CC1)C ([(3R,4S)-3-(4-chloro-phenyl)-4-methylamino-pyrrolidin-1-yl]-[1-(1-methyl-cyclopropanecarbonyl)-piperidin-4-yl]-methanone), ClC(=O)OCC(C)C (isobutyl chloroformate). Product: C(C(C)C)OC(N(C)[C@@H]1CN(C[C@H]1C1=CC=C(C=C1)Cl)C(=O)C1CCN(CC1)C(=O)C1(CC1)C)=O ({(3S,4R)-4-(4-chloro-phenyl)-1-[1-(1-methyl-cyclopropanecarbonyl)-piperidine-4-carbonyl]-pyrrolidin-3-yl}-methyl-carbamic acid isobutyl ester). As a reaction SMILES: [Cl:1][C:2]1[CH:7]=[CH:6][C:5]([C@H:8]2[C@H:12]([NH:13][CH3:14])[CH2:11][N:10]([C:15]([CH:17]3[CH2:22][CH2:21][N:20]([C:23]([C:25]4([CH3:28])[CH2:27][CH2:26]4)=[O:24])[CH2:19][CH2:18]3)=[O:16])[CH2:9]2)=[CH:4][CH:3]=1.Cl[C:30]([O:32][CH2:33][CH:34]([CH3:36])[CH3:35])=[O:31]>>[CH2:33]([O:32][C:30](=[O:31])[N:13]([C@H:12]1[C@H:8]([C:5]2[CH:6]=[CH:7][C:2]([Cl:1])=[CH:3][CH:4]=2)[CH2:9][N:10]([C:15]([CH:17]2[CH2:22][CH2:21][N:20]([C:23]([C:25]3([CH3:28])[CH2:27][CH2:26]3)=[O:24])[CH2:19][CH2:18]2)=[O:16])[CH2:11]1)[CH3:14])[CH:34]([CH3:36])[CH3:35]. Reported procedure: In analogy to the procedure described for the synthesis of example 136, the title compound {(3S,4R)-4-(4-chloro-phenyl)-1-[1-(1-methyl-cyclopropanecarbonyl)-piperidine-4-carbonyl]-pyrrolidin-3-yl}-methyl-carbamic acid isobutyl ester was prepared from [(3R,4S)-3-(4-chloro-phenyl)-4-methylamino-pyrrolidin-1-yl]-[1-(1-methyl-cyclopropanecarbonyl)-piperidin-4-yl]-methanone instead of 4-[(3R,4S)-3-(4-chloro-phenyl)-4-methylamino-pyrrolidine-1-carbonyl]-3,4,5,6-tetrahydro-2H-[1,2′]bipyridinyl-5′-carbo... The reactants are CC(=O)Cl, CC(C)(C)[O-], [K+], O=S(=O)(c1ccc2c(c1)CCCN2)N1CC2CCC(CC2)C1, C1CCOC1. Yields the product CC(=O)N1CCCc2cc(S(=O)(=O)N3CC4CCC(CC4)C3)ccc21. RXN SMILES: [CH3:1][C:2]([Cl:3])=[O:4].[CH3:27][C:28]([CH3:29])([O-:30])[CH3:31].[K+:32].[NH:5]1[CH2:6][CH2:7][CH2:8][c:9]2[cH:10][c:11]([S:15](=[O:16])(=[O:17])[N:18]3[CH2:19][CH:20]4[CH2:21][CH2:22][CH:23]([CH2:24]3)[CH2:25][CH2:26]4)[cH:12][cH:13][c:14]21.[O:33]1[CH2:34][CH2:35][CH2:36][CH2:37]1>>[CH3:1][C:2](=[O:4])[N:5]1[CH2:6][CH2:7][CH2:8][c:9]2[cH:10][c:11]([S:15](=[O:16])(=[O:17])[N:18]3[CH2:19][CH:20]4[CH2:21][CH2:22][CH:23]([CH2:24]3)[CH2:25][CH2:26]4)[cH:12][cH:13][c:14]21.